Task: describe an organic reaction: reactants, conditions, products, and yield. Dataset: the Open Reaction Database (ORD), a public repository of structured organic reaction records Reactants: C1(=CC=CC=C1)CC(=O)NC1[C@@H]2N(C(C(=CS2)C=O)C(=O)OC(C2=CC=CC=C2)C2=CC=CC=C2)C1=O (benzhydryl 7-phenylacetamido-3-formyl-2-cephem-4-carboxylate), C1(=CC=CC=C1)P(C1=CC=CC=C1)C1=CC=CC=C1 (triphenylphosphine), C(Cl)(Cl)(Cl)Cl (carbon tetrachloride), C(C)(=O)OCC (ethyl acetate). The reagents and catalysts are [Zn] (Zinc). Solvent: CN(C(C)=O)C (N,N-dimethylacetamide). Reaction conditions: temperature 60 celsius, time 30 minute. Yields the product C1(=CC=CC=C1)CC(=O)NC1[C@@H]2N(C(C(=CS2)C=C(Cl)Cl)C(=O)OC(C2=CC=CC=C2)C2=CC=CC=C2)C1=O (benzhydryl 7-phenylacetamido-3-(2,2-dichlorovinyl)-2-cephem-4-carboxylate). As a reaction SMILES: [C:1]1([CH2:7][C:8]([NH:10][CH:11]2[C:36](=[O:37])[N:13]3[CH:14]([C:20]([O:22][CH:23]([C:30]4[CH:35]=[CH:34][CH:33]=[CH:32][CH:31]=4)[C:24]4[CH:29]=[CH:28][CH:27]=[CH:26][CH:25]=4)=[O:21])[C:15]([CH:18]=O)=[CH:16][S:17][C@H:12]23)=[O:9])[CH:6]=[CH:5][CH:4]=[CH:3][CH:2]=1.C1(P(C2C=CC=CC=2)C2C=CC=CC=2)C=CC=CC=1.C(OCC)(=O)C.[C:63]([Cl:67])(Cl)(Cl)[Cl:64]>CN(C)C(=O)C.[Zn]>[C:1]1([CH2:7][C:8]([NH:10][CH:11]2[C:36](=[O:37])[N:13]3[CH:14]([C:20]([O:22][CH:23]([C:24]4[CH:25]=[CH:26][CH:27]=[CH:28][CH:29]=4)[C:30]4[CH:31]=[CH:32][CH:33]=[CH:34][CH:35]=4)=[O:21])[C:15]([CH:18]=[C:63]([Cl:67])[Cl:64])=[CH:16][S:17][C@H:12]23)=[O:9])[CH:6]=[CH:5][CH:4]=[CH:3][CH:2]=1. Procedure: Zinc powder (78.4 g) was added to a solution of benzhydryl 7-phenylacetamido-3-formyl-2-cephem-4-carboxylate (102.4 g) and triphenylphosphine (367.2 g) in a mixture of carbon tetrachloride (800 ml) and N,N-dimethylacetamide (200 ml) at ambient temperature and the mixture was stirred at 60° C. for 30 minutes. After being cooled, the mixture was added to ethyl acetate (20 l) and the resulting precipitates were filtered off and the filtrate was evaporated in vacuo. The residue was purified by colum... Starting materials: [BH4-], CO, CCO, CC(=O)Nc1ccc(N)c(C(=O)c2ccccc2Cl)c1, [Na+], O. Yields the product CC(=O)Nc1ccc(N)c(C(O)c2ccccc2Cl)c1. As a reaction SMILES: [BH4-:21].[CH3:23][OH:24].[CH3:25][CH2:26][OH:27].[NH:1]([C:2](=[O:3])[CH3:4])[c:5]1[cH:6][cH:7][c:8]([NH2:20])[c:9]([C:10](=[O:11])[c:12]2[c:13]([Cl:18])[cH:14][cH:15][cH:16][cH:17]2)[cH:19]1.[Na+:22].[OH2:28]>>[NH:1]([C:2](=[O:3])[CH3:4])[c:5]1[cH:6][cH:7][c:8]([NH2:20])[c:9]([CH:10]([OH:11])[c:12]2[c:13]([Cl:18])[cH:14][cH:15][cH:16][cH:17]2)[cH:19]1. Reactants: Cl (hydrochloric acid), FC(CCC(C#N)C#N)(F)F (2-(3,3,3-trifluoropropyl)malononitrile), C(=C)C(=O)C (methyl vinyl ketone), C([O-])([O-])=O.[K+].[K+] (potassium carbonate). Run in CC(=O)C (acetone). Run at time 4 hour. Yields the product FC(CCC(C#N)(C#N)CCC(C)=O)(F)F (2-(3,3,3-trifluoropropyl)-2-(3-oxobutyl)malononitrile). Isolated yield 15.3%. Reaction SMILES: [F:1][C:2]([F:11])([F:10])[CH2:3][CH2:4][CH:5]([C:8]#[N:9])[C:6]#[N:7].[CH:12]([C:14]([CH3:16])=[O:15])=[CH2:13].C(=O)([O-])[O-].[K+].[K+].Cl>CC(C)=O>[F:1][C:2]([F:10])([F:11])[CH2:3][CH2:4][C:5]([CH2:13][CH2:12][C:14](=[O:15])[CH3:16])([C:8]#[N:9])[C:6]#[N:7] |f:2.3.4|. Procedure: 3.2 g of 2-(3,3,3-trifluoropropyl)malononitrile and 2.1 g of methyl vinyl ketone were dissolved in 30 ml of acetone, 3.3 g of potassium carbonate was added, and the mixture was stirred at room temperature for 4 hours. Thereafter, dilute hydrochloric acid was added to the reaction mixture, followed by extraction with methyl tert-butyl ether. The organic layer was washed successively with water, aqueous saturated sodium hydrogen carbonate and aqueous saturated sodium chloride, dried over anhydrous... Run in O1CCCC1 (tetrahydrofuran), O1CCCC1 (tetrahydrofuran). Procedure details: A stirred, -60° C. solution of 3,5-dichlorotoluene (805 mg, 5.00 mmol) in tetrahydrofuran (5 mL) under nitrogen atmosphere was treated dropwise over 10 minutes with a 1.6M solution of n-butyllithium in hexane (3.3 mL, 5.25 mmol). After addition was complete residual n-butyllithium in the addition funnel was rinsed into the reaction mixture with tetrahydrofuran (1 mL). The reaction mixture was stirred 30 minutes at -55° and then a solution of p-chlorobenzoylchloride (875 mg, 5.00 mmol) in tetrahy... Run at time 30 minute. Reactants: ClC=1C=C(C=C(C1)Cl)C (3,5-dichlorotoluene), solution, C(CCC)[Li] (n-butyllithium), CCCCCC (hexane), C(CCC)[Li] (n-butyllithium), ClC1=CC=C(C(=O)Cl)C=C1 (p-chlorobenzoylchloride). As a reaction SMILES: [Cl:1][C:2]1[CH:3]=[C:4]([CH3:9])[CH:5]=[C:6]([Cl:8])[CH:7]=1.C([Li])CCC.CCCCCC.[Cl:21][C:22]1[CH:30]=[CH:29][C:25]([C:26](Cl)=[O:27])=[CH:24][CH:23]=1>O1CCCC1>[Cl:21][C:22]1[CH:30]=[CH:29][C:25]([C:26]([C:7]2[C:2]([Cl:1])=[CH:3][C:4]([CH3:9])=[CH:5][C:6]=2[Cl:8])=[O:27])=[CH:24][CH:23]=1. Isolated yield 52.1%. Product: ClC1=CC=C(C(=O)C2=C(C=C(C=C2Cl)C)Cl)C=C1 (4-(4-chlorobenzoyl)-3,5-dichlorotoluene).